From a dataset of the Open Reaction Database (ORD), a public repository of structured organic reaction records. describe an organic reaction: reactants, conditions, products, and yield The reactants are C(C1=CC=CC=C1)[C@H](C(=O)O)CC[C@@H](C(=O)N[C@@H]1C(N2[C@@H](SCC1)CCC[C@H]2C(=O)OC)=O)CC2=CC=CC=C2 ((2R,5R)-2,5-Dibenzyl-6-((4S,7S,10aS)-7-(methoxycarbonyl)-5-oxooctahydro-2H-pyrido[2,1-b][1,3]thiazepin-4-ylamino)-6-oxohexanoic acid), N[C@@H]1C(N(CCCC1)CC=1C=NC=CC1)=O ((S)-3-Amino-1-(pyridin-3-ylmethyl)azepan-2-one). Yields the product C(C1=CC=CC=C1)[C@H](C(=O)N[C@@H]1C(N2[C@@H](SCC1)CCC[C@H]2C(=O)OC)=O)CC[C@@H](C(N[C@@H]2C(N(CCCC2)CC=2C=NC=CC2)=O)=O)CC2=CC=CC=C2 ((4S,7S,10aS)-Methyl 4-((2R,5R)-2,5-dibenzyl-6-oxo-6-((S)-2-oxo-1-(pyridin-3-ylmethyl)azepan-3-ylamino)hexanamido)-5-oxooctahydro-2H-pyrido[2,1-b][1,3]thiazepine-7-carboxylate), solid. Yield: 47.0%. Reaction SMILES: [CH2:1]([C@@H:8]([CH2:12][CH2:13][C@H:14]([CH2:34][C:35]1[CH:40]=[CH:39][CH:38]=[CH:37][CH:36]=1)[C:15]([NH:17][C@H:18]1[CH2:24][CH2:23][S:22][C@H:21]2[CH2:25][CH2:26][CH2:27][C@@H:28]([C:29]([O:31][CH3:32])=[O:30])[N:20]2[C:19]1=[O:33])=[O:16])[C:9]([OH:11])=O)[C:2]1[CH:7]=[CH:6][CH:5]=[CH:4][CH:3]=1.[NH2:41][C@H:42]1[CH2:48][CH2:47][CH2:46][CH2:45][N:44]([CH2:49][C:50]2[CH:51]=[N:52][CH:53]=[CH:54][CH:55]=2)[C:43]1=[O:56]>>[CH2:34]([C@@H:14]([CH2:13][CH2:12][C@H:8]([CH2:1][C:2]1[CH:7]=[CH:6][CH:5]=[CH:4][CH:3]=1)[C:9](=[O:11])[NH:41][C@H:42]1[CH2:48][CH2:47][CH2:46][CH2:45][N:44]([CH2:49][C:50]2[CH:51]=[N:52][CH:53]=[CH:54][CH:55]=2)[C:43]1=[O:56])[C:15]([NH:17][C@H:18]1[CH2:24][CH2:23][S:22][C@H:21]2[CH2:25][CH2:26][CH2:27][C@@H:28]([C:29]([O:31][CH3:32])=[O:30])[N:20]2[C:19]1=[O:33])=[O:16])[C:35]1[CH:36]=[CH:37][CH:38]=[CH:39][CH:40]=1. Reported procedure: (4S,7S,10aS)-Methyl 4-((2R,5R)-2,5-dibenzyl-6-oxo-6-((S)-2-oxo-1-(pyridin-3-ylmethyl)azepan-3-ylamino)hexanamido)-5-oxooctahydro-2H-pyrido[2,1-b][1,3]thiazepine-7-carboxylate was synthesized as described in General Procedure H using Intermediate 23 (7.0 mg, 0.012 mmol) and Intermediate 41 (4.4 mg, 0.020 mmol) to give a white solid (4.5 mg, 47% yield). Anal. Calcd. for C43H53N5O6S m/z 767.7. found: 768.7 (M+H)+; 1H NMR (500 MHz, CDCl3) δ ppm 8.79 (br. s., 1H), 8.69 (d, J=4.95 Hz, 1H), 8.11 (d, J=... The reactants are O=C1N(C(C2=CC=CC=C12)=O)C1=C(COC=2N=C(C(=NC2CC)C(=O)N)NC2=CC=C(C=C2)N2CCC(CC2)N2CCN(CC2)C)C=CC=C1 (5-{[2-(1,3-dioxo-1,3-dihydro-2H-isoindol-2-yl)benzyl]oxy}-6-ethyl-3-({4-[4-(4-methylpiperazin-1-yl)piperidin-1-yl]phenyl}amino)pyrazine-2-carboxamide), O1CCCC1 (tetrahydrofuran), O.NN (hydrazine monohydrate). The solvent is C(C)O (ethanol). Reaction conditions: time 30 hour. The product is NC1=C(COC=2N=C(C(=NC2CC)C(=O)N)NC2=CC=C(C=C2)N2CCC(CC2)N2CCN(CC2)C)C=CC=C1 (5-[(2-aminobenzyl)oxy]-6-ethyl-3-({4-[4-(4-methylpiperazin-1-yl)piperidin-1-yl]phenyl}amino)pyrazine-2-carboxamide). The yield is 72.3%. As a reaction SMILES: O=C1C2C(=CC=CC=2)C(=O)[N:3]1[C:12]1[CH:50]=[CH:49][CH:48]=[CH:47][C:13]=1[CH2:14][O:15][C:16]1[N:17]=[C:18]([NH:27][C:28]2[CH:33]=[CH:32][C:31]([N:34]3[CH2:39][CH2:38][CH:37]([N:40]4[CH2:45][CH2:44][N:43]([CH3:46])[CH2:42][CH2:41]4)[CH2:36][CH2:35]3)=[CH:30][CH:29]=2)[C:19]([C:24]([NH2:26])=[O:25])=[N:20][C:21]=1[CH2:22][CH3:23].O1CCCC1.O.NN>C(O)C>[NH2:3][C:12]1[CH:50]=[CH:49][CH:48]=[CH:47][C:13]=1[CH2:14][O:15][C:16]1[N:17]=[C:18]([NH:27][C:28]2[CH:29]=[CH:30][C:31]([N:34]3[CH2:35][CH2:36][CH:37]([N:40]4[CH2:45][CH2:44][N:43]([CH3:46])[CH2:42][CH2:41]4)[CH2:38][CH2:39]3)=[CH:32][CH:33]=2)[C:19]([C:24]([NH2:26])=[O:25])=[N:20][C:21]=1[CH2:22][CH3:23] |f:2.3|. Procedure: A mixture of 5-{[2-(1,3-dioxo-1,3-dihydro-2H-isoindol-2-yl)benzyl]oxy}-6-ethyl-3-({4-[4-(4-methylpiperazin-1-yl)piperidin-1-yl]phenyl}amino)pyrazine-2-carboxamide (540 mg), tetrahydrofuran (10.8 mL), ethanol (10.8 mL), and hydrazine monohydrate (160 mg) was stirred at room temperature for 30 hours. The reactant was subjected to liquid separation by the addition of water and chloroform. The organic phase was washed with saturated brine and dried over anhydrous magnesium sulfate, and then the solv... Starting materials: [N+](=O)([O-])C1=C(C=CC=C1)C=1SC=CC1 (2-(2-nitro-phenyl)-thiophene), IN1C(CCC1=O)=O (N-iodosuccinimide), C(C)(=O)O (acetic acid). Solvent: CO (methanol). Run at time 4 hour. Yields the product IC=1SC(=CC1)C1=C(C=CC=C1)[N+](=O)[O-] (2-iodo-5-(2-nitro-phenyl)-thiophene). Reaction SMILES: [N+:1]([C:4]1[CH:9]=[CH:8][CH:7]=[CH:6][C:5]=1[C:10]1[S:11][CH:12]=[CH:13][CH:14]=1)([O-:3])=[O:2].[I:15]N1C(=O)CCC1=O.C(O)(=O)C>CO>[I:15][C:12]1[S:11][C:10]([C:5]2[CH:6]=[CH:7][CH:8]=[CH:9][C:4]=2[N+:1]([O-:3])=[O:2])=[CH:14][CH:13]=1. Reported procedure: 2-(2-nitro-phenyl)-thiophene (23 g, 0.11 mol) and N-iodosuccinimide (37 g, 0.165 mol) were dissolved in 110 ml of methanol. To this solution, acetic acid (10 g, 0.165 mol) was added. After stirring the reaction mixture for 4 hours at room temperature, the solvent was evaporated. The remainder was taken up in a mixture of ice and water and extracted with ethyl acetate. The combined organic layer was washed with saturated aqueous sodium hydrogencarbonate solution and brine, dried over magnesium su... Reactants: [OH-].[Na+] (NaOH), COC(C1=C(C=CC=C1)C=C1CCN(CC1)C)=O (2-(1-methyl-piperidin-4-ylidenemethyl)-benzoic acid methyl ester), Cl (HCl). Solvent: CCO (EtOH). Run at time 16 hour. Yields the product CN1CCC(CC1)=CC1=C(C(=O)O)C=CC=C1 (2-(1-methyl-piperidin-4-ylidenemethyl)-benzoic acid). Reaction SMILES: [OH-].[Na+].C[O:4][C:5](=[O:20])[C:6]1[CH:11]=[CH:10][CH:9]=[CH:8][C:7]=1[CH:12]=[C:13]1[CH2:18][CH2:17][N:16]([CH3:19])[CH2:15][CH2:14]1.Cl>CCO>[CH3:19][N:16]1[CH2:17][CH2:18][C:13](=[CH:12][C:7]2[CH:8]=[CH:9][CH:10]=[CH:11][C:6]=2[C:5]([OH:20])=[O:4])[CH2:14][CH2:15]1 |f:0.1|. Reported procedure: 1M NaOH (2 mL; 2 mmol; 4.9 eq.) was added to a solution 2-(1-methyl-piperidin-4-ylidenemethyl)-benzoic acid methyl ester (100 mg; 0.41 mmol; 1 eq.) in EtOH (2 mL) and the reaction mixture was stirred at room temperature for 16 hours. The pH was adjusted to 5 with 1M HCl and the solution was concentrated in vacuo to afford the title compound as a white solid which was used without further purification. HPLC (max plot) 99.1%; Rt 1.69 min. The reactants are C(C)OCC=1N(C(=C(N1)C(C)(C)O)C(=O)OCC)CC1=CC=C(C=C1)C1=C(C=CC=C1)C1=NN=NN1C(C1=CC=CC=C1)(C1=CC=CC=C1)C1=CC=CC=C1 (ethyl 2-ethoxymethyl-4-(1-hydroxy-1-methylethyl)-1-{4-[2-(trityltetrazol-5-yl)phenyl]phenyl}methylimidazole-5-carboxylate), C(C)(=O)O (acetic acid), C(C1=CC=CC=C1)(C1=CC=CC=C1)(C1=CC=CC=C1)O (trityl alcohol). Run in O (water). The product is C(C)OCC=1N(C(=C(N1)C(C)(C)O)C(=O)OCC)CC1=CC=C(C=C1)C1=C(C=CC=C1)C1=NN=NN1 (Ethyl 2-ethoxymethyl-4-(1-hydroxy-1-methylethyl)-1-{4-[2-(tetrazol-5-yl)phenyl]phenyl}methylimidazole-5-carboxylate). The yield is 99.6%. Reaction SMILES: [CH2:1]([O:3][CH2:4][C:5]1[N:6]([CH2:19][C:20]2[CH:25]=[CH:24][C:23]([C:26]3[CH:31]=[CH:30][CH:29]=[CH:28][C:27]=3[C:32]3[N:36](C(C4C=CC=CC=4)(C4C=CC=CC=4)C4C=CC=CC=4)[N:35]=[N:34][N:33]=3)=[CH:22][CH:21]=2)[C:7]([C:14]([O:16][CH2:17][CH3:18])=[O:15])=[C:8]([C:10]([OH:13])([CH3:12])[CH3:11])[N:9]=1)[CH3:2].C(O)(=O)C.C(O)(C1C=CC=CC=1)(C1C=CC=CC=1)C1C=CC=CC=1>O>[CH2:1]([O:3][CH2:4][C:5]1[N:6]([CH2:19][C:20]2[CH:25]=[CH:24][C:23]([C:26]3[CH:31]=[CH:30][CH:29]=[CH:28][C:27]=3[C:32]3[NH:36][N:35]=[N:34][N:33]=3)=[CH:22][CH:21]=2)[C:7]([C:14]([O:16][CH2:17][CH3:18])=[O:15])=[C:8]([C:10]([OH:13])([CH3:11])[CH3:12])[N:9]=1)[CH3:2]. Reported procedure: A solution of 600 mg of ethyl 2-ethoxymethyl-4-(1-hydroxy-1-methylethyl)-1-{4-[2-(trityltetrazol-5-yl)phenyl]phenyl}methylimidazole-5-carboxylate [prepared as described in step (a) above] in 10 ml of a 25% v/v aqueous solution of acetic acid was stirred at 60° C. for 2 hours. 10 ml of water were then added, and the mixture was then cooled with ice. The trityl alcohol which appeared as crystals was filtered off. The filtrate was concentrated by distillation under reduced pressure, and then acetic... Reactants: CSC1=CC=C(C=C1)C1(C=2N(CCC1)C=NC2)O (8-(4-methylsulphanylphenyl) 5,6,7,8-tetrahydroimidazo[1,5-a]pyridin-8-ol), C(O)([O-])=O.[Na+] (sodium hydrogen carbonate), [BH4-].[Na+] (sodium borohydride), B(F)(F)F.CCOCC (boron trifluoride ethyl etherate). Solvent: O1CCCC1 (tetrahydrofuran), O1CCCC1 (tetrahydrofuran). Run at time 10 minute. Product: CSC1=CC=C(C=C1)C1C=2N(CCC1)C=NC2 (8-(4-Methylsulphanylphenyl)-5,6,7,8-tetrahydroimidazo[1,5-a]pyridine), SiO2. As a reaction SMILES: [BH4-].[Na+].B(F)(F)F.CCOCC.[CH3:12][S:13][C:14]1[CH:19]=[CH:18][C:17]([C:20]2(O)[CH2:25][CH2:24][CH2:23][N:22]3[CH:26]=[N:27][CH:28]=[C:21]23)=[CH:16][CH:15]=1.C(=O)([O-])O.[Na+]>O1CCCC1>[CH3:12][S:13][C:14]1[CH:19]=[CH:18][C:17]([CH:20]2[CH2:25][CH2:24][CH2:23][N:22]3[CH:26]=[N:27][CH:28]=[C:21]23)=[CH:16][CH:15]=1 |f:0.1,2.3,5.6|. Reported procedure: 12.6 mmol of sodium borohydride are suspended in 6 ml of tetrahydrofuran. 19.1 mmol of boron trifluoride ethyl etherate are added dropwise at 0° C. and the reaction mixture is stirred thoroughly for 10 minutes. A suspension of 1.27 mmol of 8-(4-methylsulphanylphenyl) 5,6,7,8-tetrahydroimidazo[1,5-a]pyridin-8-ol in 6 ml of tetrahydrofuran is added and the reaction mixture is stirred at room temperature for 16 hours. The reaction mixture is subsequently poured into saturated aqueous sodium hydroge...